From a dataset of the Open Reaction Database (ORD), a public repository of structured organic reaction records. describe an organic reaction: reactants, conditions, products, and yield Starting materials: C1(CC1)C(=O)Cl (Cyclopropanecarboxylic acid chloride), ClC1=CC=C(C=C1)C1(C2CCNC2CCC1)O (4-p-chlorophenylhexahydro-4-indolinol), N1=CC=CC=C1 (pyridine). Run in C(Cl)Cl (methylene chloride). Run at time 1 hour. Product: ClC1=CC=C(C=C1)C1(C2CCN(C2CCC1)C(=O)C1CC1)O (4-p-chlorophenyl-1-cyclopropylcarbonylhexahydro-4-indolinol). RXN SMILES: [CH:1]1([C:4](Cl)=[O:5])[CH2:3][CH2:2]1.[Cl:7][C:8]1[CH:13]=[CH:12][C:11]([C:14]2([OH:23])[CH2:22][CH2:21][CH2:20][CH:19]3[CH:15]2[CH2:16][CH2:17][NH:18]3)=[CH:10][CH:9]=1.N1C=CC=CC=1>C(Cl)Cl>[Cl:7][C:8]1[CH:9]=[CH:10][C:11]([C:14]2([OH:23])[CH2:22][CH2:21][CH2:20][CH:19]3[CH:15]2[CH2:16][CH2:17][N:18]3[C:4]([CH:1]2[CH2:3][CH2:2]2)=[O:5])=[CH:12][CH:13]=1. Reported procedure: The starting material was produced as follows: 2.74 g of Cyclopropanecarboxylic acid chloride was added dropwise to a solution of 7.2 g of (3aRS, 4SR, 7aRS)-4-p-chlorophenylhexahydro-4-indolinol and 2.5 ml of pyridine in 30 ml of methylene chloride at 0° to 10°. The mixture was stirred at room temperature for 1 hour, and then was washed first with a 10% tartaric acid solution, then with a sodium bicarbonate solution, then with a saturated salt solution. The organic phase was dried over sodium su... The reactants are Cl.C1(CCCC1)NN (cyclopentyl hydrazine hydrochloride), C[O-].[Na+] (sodium methoxide), COC1(CC=CC=C1)CC=C(C#N)C#N ((1-methoxyphenylethylidene)malononitrile). The solvent is C(C)O (ethanol), C(C)O (ethanol). Yields the product C1(CCCC1)N1N=C(C(=C1N)C#N)CC1=CC=CC=C1 (1-cyclopentyl-3-phenylmethyl-5-amino-1H-pyrazole-4-carbonitrile). The yield is 25.8%. As a reaction SMILES: Cl.[CH:2]1([NH:7][NH2:8])[CH2:6][CH2:5][CH2:4][CH2:3]1.C[O-].[Na+].CO[C:14]1([CH2:20][CH:21]=[C:22]([C:25]#[N:26])[C:23]#[N:24])[CH:19]=[CH:18][CH:17]=[CH:16][CH2:15]1>C(O)C>[CH:2]1([N:7]2[C:25]([NH2:26])=[C:22]([C:23]#[N:24])[C:21]([CH2:20][C:14]3[CH:19]=[CH:18][CH:17]=[CH:16][CH:15]=3)=[N:8]2)[CH2:6][CH2:5][CH2:4][CH2:3]1 |f:0.1,2.3|. Procedure details: A mixture of cyclopentyl hydrazine hydrochloride (1.4 g, 10.2 mmol), sodium methoxide (0.55 g, 10.2 mmol) and ethanol (30 ml) was heated to reflux and then (1-methoxyphenylethylidene)malononitrile (2.0 g, 10.2 mmol) in ethanol (15 ml) was added dropwise over 1 hour. The reaction mixture was refluxed for 6.5 hours and the solvent was removed in vacuo. The residue was partitioned between chloroform and water, the organic layer was separated and the aqueous layer was extracted with chloroform (3×75...